From a dataset of the Open Reaction Database (ORD), a public repository of structured organic reaction records. describe an organic reaction: reactants, conditions, products, and yield The reactants are C1(=CC=CC=C1)S (thiophenol), [O-]CC.[Na+] (sodium ethoxide), FC(C1=NC(=CC(=C1C(=O)OCC)Cl)C(F)(F)F)(F)F (Ethyl 2,6-bis(trifluoromethyl)-4-chloro-3-pyridinecarboxylate). Run in C(C)O (ethanol). Yields the product FC(C1=NC(=CC(=C1C(=O)OCC)SC1=CC=CC=C1)C(F)(F)F)(F)F (Ethyl 2,6-bis(trifluoromethyl)-4-phenylthio-3-pyridinecarboxylate). Yield: 65.5%. RXN SMILES: [O-]CC.[Na+].[C:5]1([SH:11])[CH:10]=[CH:9][CH:8]=[CH:7][CH:6]=1.[F:12][C:13]([F:31])([F:30])[C:14]1[C:19]([C:20]([O:22][CH2:23][CH3:24])=[O:21])=[C:18](Cl)[CH:17]=[C:16]([C:26]([F:29])([F:28])[F:27])[N:15]=1>C(O)C>[F:30][C:13]([F:12])([F:31])[C:14]1[C:19]([C:20]([O:22][CH2:23][CH3:24])=[O:21])=[C:18]([S:11][C:5]2[CH:10]=[CH:9][CH:8]=[CH:7][CH:6]=2)[CH:17]=[C:16]([C:26]([F:29])([F:28])[F:27])[N:15]=1 |f:0.1|. Procedure: To a mixture of 1.70 g (0.025 mol) of sodium ethoxide in 100 ml ethanol was added 2.74 g (0.025 mol) of thiophenol followed by 5.3 g (0.016 mol) of product of Example 19. The reaction mixture was held at reflux for 2 days and filtered. The filtrate was poured into water and extracted into ether. The ether extract was washed with 10% NaOH, dried (MgSO4) had concentrated to give 4.14 g (63.6%) of product as a solid; mp 58°-61° C. Starting materials: Fc1ccc(CBr)cn1, O=C([O-])[O-], C1CSCCN1, [K+], [K+], CN(C)C=O. The product is Fc1ccc(CN2CCSCC2)cn1. RXN SMILES: [Br:1][CH2:2][c:3]1[cH:4][cH:5][c:6]([F:9])[n:7][cH:8]1.[C:16](=[O:17])([O-:18])[O-:19].[CH2:10]1[CH2:11][S:12][CH2:13][CH2:14][NH:15]1.[K+:20].[K+:21].[O:22]=[CH:23][N:24]([CH3:25])[CH3:26]>>[CH2:2]([c:3]1[cH:4][cH:5][c:6]([F:9])[n:7][cH:8]1)[N:15]1[CH2:10][CH2:11][S:12][CH2:13][CH2:14]1.